This data is from the Open Reaction Database (ORD), a public repository of structured organic reaction records. The task is: describe an organic reaction: reactants, conditions, products, and yield Reactants: OC12CC3CC(C1)CC(O)(C3)C2, COC(=O)Cl, CN(C)C=O, c1ccncc1. The product is COC(=O)OC12CC3CC(CC(O)(C3)C1)C2. As a reaction SMILES: [C:1]12([OH:12])[CH2:2][C:3]3([OH:11])[CH2:4][CH:5]([CH2:6][CH:7]([CH2:8]1)[CH2:9]3)[CH2:10]2.[CH3:19][O:20][C:21](=[O:22])[Cl:23].[O:24]=[CH:25][N:26]([CH3:27])[CH3:28].[cH:13]1[cH:14][cH:15][n:16][cH:17][cH:18]1>>[C:1]12([O:12][C:21]([O:20][CH3:19])=[O:22])[CH2:2][C:3]3([OH:11])[CH2:4][CH:5]([CH2:6][CH:7]([CH2:8]1)[CH2:9]3)[CH2:10]2.